Dataset: the Open Reaction Database (ORD), a public repository of structured organic reaction records. Task: describe an organic reaction: reactants, conditions, products, and yield The reactants are [Cl-].[Al+3].[Cl-].[Cl-] (aluminum chloride), FC1=CC=CC=C1 (fluorobenzene), C(C)(=O)N1CCC(C(=O)Cl)CC1 (1-acetylisonipecotic acid chloride). The product is C(C)(=O)N1CCC(CC1)C(C1=CC=C(C=C1)F)=O (1-acetyl-4-(p-fluorobenzoyl)piperidine). Isolated yield 80.0%. RXN SMILES: [Cl-].[Al+3].[Cl-].[Cl-].[F:5][C:6]1[CH:11]=[CH:10][CH:9]=[CH:8][CH:7]=1.[C:12]([N:15]1[CH2:23][CH2:22][CH:18]([C:19](Cl)=[O:20])[CH2:17][CH2:16]1)(=[O:14])[CH3:13]>>[C:12]([N:15]1[CH2:16][CH2:17][CH:18]([C:19](=[O:20])[C:9]2[CH:10]=[CH:11][C:6]([F:5])=[CH:7][CH:8]=2)[CH2:22][CH2:23]1)(=[O:14])[CH3:13] |f:0.1.2.3|. Reported procedure: A mixture of 93 g. (0.7 mole) of aluminum chloride in 150 ml. of fluorobenzene was stirred while 70 g. (0.37 mole) of 1-acetylisonipecotic acid chloride was added in small portions. After the addition was complete, the mixture was refluxed for one hour. The mixture was poured onto ice and the two layers separated. The aqueous layer was extracted twice with chloroform and the chloroform extracts were added to the organic layer. The organic solution was dried over anhydrous sodium sulfate and filt... Procedure: A solution of iodine (1.65 g, 6.7 mmol) in ethyl acetate (25 mL) was added dropwise over 25 min to a mixture of 1-bromo-3-(1-(3-methoxy-phenyl)-vinyl)-benzene (1.75 g, 6.1 mmol) and silver cyanate in acetonitrile (30 mL) and ethyl acetate (15 mL), cooled in an ice bath. After complete addition, the reaction suspension was stirred for another 15 min at room temperature when TLC indicated the complete conversion of starting material. The reaction mixture was filtered, and the filtrate concentrated... Solvent: C(C)(=O)OCC (ethyl acetate), C(C)#N (acetonitrile), C(C)(=O)OCC (ethyl acetate). The reactants are II (iodine), BrC1=CC(=CC=C1)C(=C)C1=CC(=CC=C1)OC (1-bromo-3-(1-(3-methoxy-phenyl)-vinyl)-benzene), NC(=O)N (urea), N (ammonia). The product is BrC=1C=C(C=CC1)C1(N=C(OC1)N)C1=CC(=CC=C1)OC ((RS)-4-(3-Bromo-phenyl)-4-(3-methoxy-phenyl)-4,5-dihydro-oxazol-2-ylamine). The reagents and catalysts are [Ag]OC#N (silver cyanate). Conditions: time 15 minute. RXN SMILES: II.[Br:3][C:4]1[CH:9]=[CH:8][CH:7]=[C:6]([C:10]([C:12]2[CH:17]=[CH:16][CH:15]=[C:14]([O:18][CH3:19])[CH:13]=2)=[CH2:11])[CH:5]=1.N.[NH2:21][C:22]([NH2:24])=[O:23]>C(OCC)(=O)C.C(#N)C.[Ag]OC#N>[Br:3][C:4]1[CH:5]=[C:6]([C:10]2([C:12]3[CH:17]=[CH:16][CH:15]=[C:14]([O:18][CH3:19])[CH:13]=3)[CH2:11][O:23][C:22]([NH2:24])=[N:21]2)[CH:7]=[CH:8][CH:9]=1. Isolated yield 45.1%. Solvent: CC(C)O (2-propanol). The product is FC(C1=C(CN2CCC(CC2)\C=C/2\C(=NC(S2)=O)N[C@H](COC)C(=O)N(C)C)C=CC(=C1)C(F)(F)F)(F)F (N2-[(5Z)-5-({1-[2,4-bis(trifluoromethyl)benzyl]piperidin-4-yl}methylidene)-2-oxo-2,5-dihydro-1,3-thiazol-4-yl]-N,N,O-trimethyl-D-serinamide). Reactants: CN(C([C@H](NC1=NC(SC1)=O)COC)=O)C (N,N,O-trimethyl-N2-(2-oxo-2,5-dihydro-1,3-thiazol-4-yl)-D-serinamide), FC(C1=C(CN2CCC(CC2)C=O)C=CC(=C1)C(F)(F)F)(F)F (1-[2,4-bis(trifluoromethyl)benzyl]piperidine-4-carbaldehyde), C(C)(=O)[O-].[NH2+]1CCCCC1 (piperidinium acetate). Conditions: temperature 60 celsius, time 8 hour. RXN SMILES: [CH3:1][N:2]([CH3:16])[C:3](=[O:15])[C@@H:4]([CH2:12][O:13][CH3:14])[NH:5][C:6]1[CH2:10][S:9][C:8](=[O:11])[N:7]=1.[F:17][C:18]([F:39])([F:38])[C:19]1[CH:33]=[C:32]([C:34]([F:37])([F:36])[F:35])[CH:31]=[CH:30][C:20]=1[CH2:21][N:22]1[CH2:27][CH2:26][CH:25]([CH:28]=O)[CH2:24][CH2:23]1.C([O-])(=O)C.[NH2+]1CCCCC1>CC(O)C>[F:39][C:18]([F:17])([F:38])[C:19]1[CH:33]=[C:32]([C:34]([F:37])([F:36])[F:35])[CH:31]=[CH:30][C:20]=1[CH2:21][N:22]1[CH2:27][CH2:26][CH:25](/[CH:28]=[C:10]2/[C:6]([NH:5][C@@H:4]([C:3]([N:2]([CH3:1])[CH3:16])=[O:15])[CH2:12][O:13][CH3:14])=[N:7][C:8](=[O:11])[S:9]/2)[CH2:24][CH2:23]1 |f:2.3|. Reported procedure: To a solution of N,N,O-trimethyl-N2-(2-oxo-2,5-dihydro-1,3-thiazol-4-yl)-D-serinamide (736 mg) and 1-[2,4-bis(trifluoromethyl)benzyl]piperidine-4-carbaldehyde (1018 mg) in 2-propanol (10 mL) was added piperidinium acetate (436 mg). The reaction mixture was stirred at 60° C. overnight, and the solvent was evaporated under reduced pressure. The residue was purified by silica gel column chromatography (NH, ethyl acetate/hexane) and recrystallized from ethyl acetate/heptane to give the title compoun... Starting materials: C=CC(=O)O, CN(C)c1ccccc1, Cc1ccccc1, CCCCCCC, CCOC(C)=O, [Cl-], C1COCCO1, O, CC(C(=O)O)c1ccc(OCCCCCCO)cc1. The product is C=CC(=O)OCCCCCCOc1ccc(C(C)C(=O)O)cc1. RXN SMILES: [C:2]([CH:3]=[CH2:4])(=[O:5])[OH:6].[CH3:26][N:27]([c:28]1[cH:29][cH:30][cH:31][cH:32][cH:33]1)[CH3:34].[CH3:41][c:42]1[cH:43][cH:44][cH:45][cH:46][cH:47]1.[CH3:48][CH2:49][CH2:50][CH2:51][CH2:52][CH2:53][CH3:54].[CH3:55][CH2:56][O:57][C:58](=[O:59])[CH3:60].[Cl-:1].[O:35]1[CH2:36][CH2:37][O:38][CH2:39][CH2:40]1.[OH2:61].[OH:7][CH2:8][CH2:9][CH2:10][CH2:11][CH2:12][CH2:13][O:14][c:15]1[cH:16][cH:17][c:18]([CH:21]([C:22](=[O:23])[OH:24])[CH3:25])[cH:19][cH:20]1>>[C:2]([CH:3]=[CH2:4])(=[O:5])[O:6][CH2:8][CH2:9][CH2:10][CH2:11][CH2:12][CH2:13][O:14][c:15]1[cH:16][cH:17][c:18]([CH:21]([C:22](=[O:23])[OH:24])[CH3:25])[cH:19][cH:20]1. Reactants: [Br-].C1(CCCCC1)C(C(=O)OC1[N+](CCC1)(C(C(N)=O)C1=NC=CN=C1)C)(C1=CC=CC=C1)O ((R/S)-(2-Cyclohexyl-2-hydroxy-2-phenyl-acetoxy)-1-methyl-1-(pyrazin-2-yl-carbamoylmethyl)-pyrrolidinium bromide), C(C(O)(C1=CC=CC=C1)C1=CC=CC=C1)(=O)O (benzilic acid). Product: [Br-].OC(C(=O)O[C@H]1C[N+](CC1)(C(C(N)=O)C1=NC=CN=C1)C)(C1=CC=CC=C1)C1=CC=CC=C1 ((1R/S,3R)-3-(2-Hydroxy-2,2-diphenyl-acetoxy)-1-methyl-1-(pyrazin-2-yl-carbamoyl-methyl)-pyrrolidinium bromide). As a reaction SMILES: [Br-:1].C1(C(O)(C2C=CC=CC=2)C(O[CH:12]2[CH2:16][CH2:15][CH2:14][N+:13]2([CH3:27])[CH:17]([C:21]2[CH:26]=[N:25][CH:24]=[CH:23][N:22]=2)[C:18](=[O:20])[NH2:19])=O)CCCCC1.[C:35]([OH:51])(=[O:50])[C:36]([C:44]1[CH:49]=[CH:48][CH:47]=[CH:46][CH:45]=1)([C:38]1[CH:43]=[CH:42][CH:41]=[CH:40][CH:39]=1)[OH:37]>>[Br-:1].[OH:37][C:36]([C:44]1[CH:45]=[CH:46][CH:47]=[CH:48][CH:49]=1)([C:38]1[CH:43]=[CH:42][CH:41]=[CH:40][CH:39]=1)[C:35]([O:51][C@@H:16]1[CH2:15][CH2:14][N+:13]([CH3:27])([CH:17]([C:21]2[CH:26]=[N:25][CH:24]=[CH:23][N:22]=2)[C:18](=[O:20])[NH2:19])[CH2:12]1)=[O:50] |f:0.1,3.4|. Procedure: This compound is prepared by an analogous method to (1R/S,3R)-3-((R/S)-(2-cyclohexyl-2-hydroxy-2-phenyl-acetoxy)-1-methyl-1-(pyrazin-2-ylcarbamoylmethyl)-pyrrolidinium bromide (Example 1) by replacing cyclohexyl-hydroxy-phenyl-acetic acid with benzilic acid. Reactants: CC(C)(C)[Si](C)(C)Cl, OCC(F)COCc1ccccc1, CN(C)C=O, CCOC(C)=O, O, c1c[nH]cn1. Product: CC(C)(C)[Si](C)(C)OCC(F)COCc1ccccc1. Reaction SMILES: [C:19]([CH3:20])([CH3:21])([CH3:22])[Si:23]([Cl:24])([CH3:25])[CH3:26].[CH2:1]([c:2]1[cH:3][cH:4][cH:5][cH:6][cH:7]1)[O:8][CH2:9][CH:10]([CH2:11][OH:12])[F:13].[CH3:28][N:29]([CH3:30])[CH:31]=[O:32].[CH3:33][CH2:34][O:35][C:36](=[O:37])[CH3:38].[OH2:27].[nH:14]1[cH:15][cH:16][n:17][cH:18]1>>[CH2:1]([c:2]1[cH:3][cH:4][cH:5][cH:6][cH:7]1)[O:8][CH2:9][CH:10]([CH2:11][O:12][Si:23]([C:19]([CH3:20])([CH3:21])[CH3:22])([CH3:25])[CH3:26])[F:13]. The reactants are C, CCOC(=O)C1COc2cc(CCNCC(O)COc3ccc(OCc4ccccc4)cc3OC)ccc2O1, CCO, [Pd]. The product is CCOC(=O)C1COc2cc(CCNCC(O)COc3ccc(O)cc3OC)ccc2O1. RXN SMILES: [C:43].[CH2:1]([CH3:2])[O:3][C:4](=[O:5])[CH:6]1[CH2:7][O:8][c:9]2[c:10]([cH:12][cH:13][c:14]([CH2:16][CH2:17][NH:18][CH2:19][CH:20]([CH2:21][O:22][c:23]3[c:24]([O:37][CH3:38])[cH:25][c:26]([O:29][CH2:30][c:31]4[cH:32][cH:33][cH:34][cH:35][cH:36]4)[cH:27][cH:28]3)[OH:39])[cH:15]2)[O:11]1.[CH3:40][CH2:41][OH:42].[Pd:44]>>[CH2:1]([CH3:2])[O:3][C:4](=[O:5])[CH:6]1[CH2:7][O:8][c:9]2[c:10]([cH:12][cH:13][c:14]([CH2:16][CH2:17][NH:18][CH2:19][CH:20]([CH2:21][O:22][c:23]3[c:24]([O:37][CH3:38])[cH:25][c:26]([OH:29])[cH:27][cH:28]3)[OH:39])[cH:15]2)[O:11]1.